This data is from the Open Reaction Database (ORD), a public repository of structured organic reaction records. The task is: describe an organic reaction: reactants, conditions, products, and yield The reactants are C(C)(C)(C)N1N=C(C=2C(NC=CC21)=O)C=2C=C(SC2)C(=O)N (4-(1-tert-butyl-4-oxo-4,5-dihydro-1H-pyrazolo[4,3-c]pyridin-3-yl)thiophene-2-carboxamide). Run in FC(C(=O)O)(F)F (trifluoroacetic acid), O (water). Yields the product O=C1NC=CC2=C1C(=NN2)C=2C=C(SC2)C(=O)N (4-(4-oxo-4,5-dihydro-1H-pyrazolo[4,3-c]pyridin-3-yl)thiophene-2-carboxamide). The yield is 61.4%. As a reaction SMILES: C([N:5]1[C:13]2[CH:12]=[CH:11][NH:10][C:9](=[O:14])[C:8]=2[C:7]([C:15]2[CH:16]=[C:17]([C:20]([NH2:22])=[O:21])[S:18][CH:19]=2)=[N:6]1)(C)(C)C>FC(F)(F)C(O)=O.O>[O:14]=[C:9]1[C:8]2[C:7]([C:15]3[CH:16]=[C:17]([C:20]([NH2:22])=[O:21])[S:18][CH:19]=3)=[N:6][NH:5][C:13]=2[CH:12]=[CH:11][NH:10]1. Procedure: 4-(1-tert-Butyl-4-oxo-4,5-dihydro-1H-pyrazolo[4,3-c]pyridin-3-yl)thiophene-2-carboxamide (475 mg) obtained in Example 129 was dissolved in a mixed solvent of trifluoroacetic acid (60 mL)/water (6 mL), and the mixture was heated with reflux at 24 hr. The reaction mixture was allowed to be cooled to room temperature, and concentrated under reduced pressure. The residue was extracted with ethyl acetate and saturated aqueous sodium hydrogencarbonate solution, and the organic layer was washed with sa... Reactants: ClCCl, CC(C)C(CC(Cc1ccccc1)SNC(=O)c1ccccc1)C(=O)OC(C)(C)C, O=C(O)C(F)(F)F. Yields the product CC(C)C(CC(Cc1ccccc1)SNC(=O)c1ccccc1)C(=O)O. As a reaction SMILES: [CH2:38]([Cl:39])[Cl:40].[CH3:1][CH:2]([CH:3]([C:4](=[O:5])[O:6][C:7]([CH3:8])([CH3:9])[CH3:10])[CH2:11][CH:12]([CH2:13][c:14]1[cH:15][cH:16][cH:17][cH:18][cH:19]1)[S:20][NH:21][C:22]([c:23]1[cH:24][cH:25][cH:26][cH:27][cH:28]1)=[O:29])[CH3:30].[OH:31][C:32]([C:33]([F:34])([F:35])[F:36])=[O:37]>>[CH3:1][CH:2]([CH:3]([C:4](=[O:5])[OH:6])[CH2:11][CH:12]([CH2:13][c:14]1[cH:15][cH:16][cH:17][cH:18][cH:19]1)[S:20][NH:21][C:22]([c:23]1[cH:24][cH:25][cH:26][cH:27][cH:28]1)=[O:29])[CH3:30]. Procedure details: The title compound was prepared in a manner analogous to Example 15 utilizing Intermediate 17 and 2-chloro-6-fluoro-benzothiazole. MS (ESI) mass calcd. for C26H22FN3OS, 443.55; m/z found, 444.2 [M+H]+. The reactants are C1(=C(C=CC=C1)C(=O)N1CC2CNCC2C1)C1=CC=CC=C1 (Biphenyl-2-yl-(hexahydro-pyrrolo[3,4-c]pyrrol-2-yl)-methanone), ClC=1SC2=C(N1)C=CC(=C2)F (2-chloro-6-fluoro-benzothiazole). The product is C1(=C(C=CC=C1)C(=O)N1CC2C(C1)CN(C2)C=2SC1=C(N2)C=CC(=C1)F)C1=CC=CC=C1 (2-[5-(Biphenyl-2-ylcarbonyl)hexahydropyrrolo[3,4-c]pyrrol-2(1H)-yl]-6-fluoro-1,3-benzothiazole). RXN SMILES: [C:1]1([C:17]2[CH:22]=[CH:21][CH:20]=[CH:19][CH:18]=2)[CH:6]=[CH:5][CH:4]=[CH:3][C:2]=1[C:7]([N:9]1[CH2:16][CH:15]2[CH:11]([CH2:12][NH:13][CH2:14]2)[CH2:10]1)=[O:8].Cl[C:24]1[S:25][C:26]2[CH:32]=[C:31]([F:33])[CH:30]=[CH:29][C:27]=2[N:28]=1>>[C:1]1([C:17]2[CH:22]=[CH:21][CH:20]=[CH:19][CH:18]=2)[CH:6]=[CH:5][CH:4]=[CH:3][C:2]=1[C:7]([N:9]1[CH2:10][CH:11]2[CH2:12][N:13]([C:24]3[S:25][C:26]4[CH:32]=[C:31]([F:33])[CH:30]=[CH:29][C:27]=4[N:28]=3)[CH2:14][CH:15]2[CH2:16]1)=[O:8]. The reactants are [Cl-].[NH4+] (ammonium chloride), solution, C[Mg]Br (methylmagnesium bromide), C(C)OCC (diethyl ether), C1(=CC=C(C=C1)S(=O)(=O)O)C (p-toluenesulfonic acid), COCOC=1C=CC=C2COC(C12)=O (7-(methoxymethoxy)-3H-isobenzofuran-1-one), COCOC=1C=CC=C2COC(C12)=O (7-(methoxymethoxy)-3H-isobenzofuran-1-one), S(O)(O)(=O)=O (sulphuric acid). Run in C(C)(=O)OCC (ethyl acetate), C(C)#N (acetonitrile), CO (methyl alcohol), C(C)#N (Acetonitrile), C1CCOC1 (THF). Reaction conditions: temperature -70 celsius, time 30 minute. The product is CC1(OCC=2C=CC=C(C12)O)C (3,3-dimethyl-1H-isobenzofuran-4-ol). Isolated yield 220.2%. As a reaction SMILES: COC[O:4][C:5]1[CH:6]=C[CH:8]=[C:9]2[C:13]=1C(=O)OC2.C[Mg]Br.[CH2:18]([O:20][CH2:21][CH3:22])[CH3:19].[Cl-].[NH4+].S(=O)(=O)(O)O.[C:30]1(C)C=CC(S(O)(=O)=O)=CC=1>C1COCC1.C(#N)C.CO.C(OCC)(=O)C>[CH3:19][C:18]1([CH3:30])[C:6]2[C:5]([OH:4])=[CH:13][CH:9]=[CH:8][C:22]=2[CH2:21][O:20]1 |f:3.4|. Procedure details: 7-(methoxymethoxy)-3H-isobenzofuran-1-one (Intermediate 192, 550 mg, 2.8 mmol) was dissolved at −70° C. in dry THF (150 mL). A 3M solution of methylmagnesium bromide in diethyl ether (5.6 mL, 16.8 mmol) was added drop wise in 30 minutes and the obtained mixture stirred for 30 minutes at −70° C. and then 30 minutes at room temperature. The reaction mixture was poured into ethyl acetate (100 mL) and aqueous saturated solution of ammonium chloride (50 mL) at 0° C. The organic layer was collected, w... The reactants are [BH4-].[Na+] (sodium borohydride), FC1=C(C=O)C=C(C=C1)C=1C(=NN2C1C=CC=C2)C2=NC(=CC=C2)C (2-fluoro-5-[2-(6-methyl-pyridin-2-yl)-pyrazolo[1,5-a]pyridin-3-yl]-benzaldehyde), CN(CCN)C (N,N-dimethyl-ethylenediamine), C(OC)(OC)OC (trimethyl orthoformate). The solvent is CO (MeOH). Reaction conditions: time 8 hour. The product is FC1=C(CNCCN(C)C)C=C(C=C1)C=1C(=NN2C1C=CC=C2)C2=NC(=CC=C2)C (N′-{2-Fluoro-5-[2-(6-methyl-pyridin-2-yl)-pyrazolo[1,5-a]pyridin-3-yl]-benzyl}-N,N-dimethyl-ethane-1,2-diamine). Isolated yield 99.1%. Reaction SMILES: [F:1][C:2]1[CH:9]=[CH:8][C:7]([C:10]2[C:11]([C:19]3[CH:24]=[CH:23][CH:22]=[C:21]([CH3:25])[N:20]=3)=[N:12][N:13]3[CH:18]=[CH:17][CH:16]=[CH:15][C:14]=23)=[CH:6][C:3]=1[CH:4]=O.[CH3:26][N:27]([CH3:31])[CH2:28][CH2:29][NH2:30].C(OC)(OC)OC.[BH4-].[Na+]>CO>[F:1][C:2]1[CH:9]=[CH:8][C:7]([C:10]2[C:11]([C:19]3[CH:24]=[CH:23][CH:22]=[C:21]([CH3:25])[N:20]=3)=[N:12][N:13]3[CH:18]=[CH:17][CH:16]=[CH:15][C:14]=23)=[CH:6][C:3]=1[CH2:4][NH:30][CH2:29][CH2:28][N:27]([CH3:31])[CH3:26] |f:3.4|. Reported procedure: A solution of 2-fluoro-5-[2-(6-methyl-pyridin-2-yl)-pyrazolo[1,5-a]pyridin-3-yl]-benzaldehyde (0.05 g, 0.15 mmol), N,N-dimethyl-ethylenediamine (0.013 g, 0.15 mmol), trimethyl orthoformate (2 mL) in MeOH (5 mL) is stirred for 2 hours at room temperature. The reaction is then treated with sodium borohydride (6.8 mg, 0.18 mmol) and stirred overnight. The reaction is then quenched with 2N NaOH and stirred for 30 minutes. The solution is diluted in CH2Cl2 and washed with saturated aqueous NaHCO3, br... Reactants: CS(C)=O, CCN(C(C)C)C(C)C, O, c1ccc(-c2nsc(N3CCNCC3)n2)cc1, O=C(Nc1cncc2ccccc12)OCC(Cl)(Cl)Cl. Yields the product O=C(Nc1cncc2ccccc12)N1CCN(c2nc(-c3ccccc3)ns2)CC1. Reaction SMILES: [CH3:47][S:48](=[O:49])[CH3:50].[CH:37]([N:38]([CH:39]([CH3:40])[CH3:41])[CH2:42][CH3:43])([CH3:44])[CH3:45].[OH2:46].[c:20]1(-[c:26]2[n:27][s:28][c:29]([N:31]3[CH2:32][CH2:33][NH:34][CH2:35][CH2:36]3)[n:30]2)[cH:21][cH:22][cH:23][cH:24][cH:25]1.[cH:1]1[n:2][cH:3][c:4]([NH:11][C:12]([O:13][CH2:14][C:15]([Cl:16])([Cl:17])[Cl:18])=[O:19])[c:5]2[cH:6][cH:7][cH:8][cH:9][c:10]12>>[cH:1]1[n:2][cH:3][c:4]([NH:11][C:12](=[O:19])[N:34]2[CH2:33][CH2:32][N:31]([c:29]3[s:28][n:27][c:26](-[c:20]4[cH:21][cH:22][cH:23][cH:24][cH:25]4)[n:30]3)[CH2:36][CH2:35]2)[c:5]2[cH:6][cH:7][cH:8][cH:9][c:10]12.